From a dataset of the Open Reaction Database (ORD), a public repository of structured organic reaction records. describe an organic reaction: reactants, conditions, products, and yield As a reaction SMILES: [CH3:1][O:2][C:3](=[O:4])[C:5]1([CH2:12][NH:13][C:14](=[O:15])[O:16][C:17]([CH3:18])([CH3:19])[CH3:20])[CH:6]([CH2:8][CH:9]([CH3:10])[CH3:11])[CH2:7]1.[CH3:23][OH:24].[Li+:22].[OH-:21].[OH2:25]>>[O:2]=[C:3]([OH:4])[C:5]1([CH2:12][NH:13][C:14](=[O:15])[O:16][C:17]([CH3:18])([CH3:19])[CH3:20])[CH:6]([CH2:8][CH:9]([CH3:10])[CH3:11])[CH2:7]1. Product: CC(C)CC1CC1(CNC(=O)OC(C)(C)C)C(=O)O. The reactants are COC(=O)C1(CNC(=O)OC(C)(C)C)CC1CC(C)C, CO, [Li+], [OH-], O.